Dataset: the Open Reaction Database (ORD), a public repository of structured organic reaction records. Task: describe an organic reaction: reactants, conditions, products, and yield Starting materials: FC(C1=C(C=O)C=CC=C1)(F)F (2-(Trifluoromethyl)benzaldehyde), O (Water), ClCCCC(C(=O)OCC)P(=O)(OCC)OCC (ethyl 5-chloro-2-(diethoxyphosphoryl)pentanoate), [OH-].[Li+] (Lithium hydroxide). The solvent is O1CCCC1 (tetrahydrofuran), C(C)O (ethanol). Conditions: time 8 hour. Product: ClCCCC(C(=O)OCC)=CC1=C(C=CC=C1)C(F)(F)F (ethyl 5-chloro-2-[1-(2-trifluoromethylphenyl)methylidene]pentanoate). As a reaction SMILES: [F:1][C:2]([F:12])([F:11])[C:3]1[CH:10]=[CH:9][CH:8]=[CH:7][C:4]=1[CH:5]=O.[Cl:13][CH2:14][CH2:15][CH2:16][CH:17](P(OCC)(OCC)=O)[C:18]([O:20][CH2:21][CH3:22])=[O:19].[OH-].[Li+].O>O1CCCC1.C(O)C>[Cl:13][CH2:14][CH2:15][CH2:16][C:17](=[CH:5][C:4]1[CH:7]=[CH:8][CH:9]=[CH:10][C:3]=1[C:2]([F:12])([F:11])[F:1])[C:18]([O:20][CH2:21][CH3:22])=[O:19] |f:2.3|. Procedure details: 2-(Trifluoromethyl)benzaldehyde (1 g) and ethyl 5-chloro-2-(diethoxyphosphoryl)pentanoate (CAS No. 870843-20-2, 2.1 g) were dissolved in a mixed solvent of tetrahydrofuran (30 mL) and ethanol (10 mL). Lithium hydroxide (412 mg) was added and the mixture was stirred at room temperature overnight. Water was added to the reaction solution, followed by extraction with ethyl acetate. The resulting organic layer was washed with brine and then dried over anhydrous sodium sulfate. The drying agent was s...